This data is from the Open Reaction Database (ORD), a public repository of structured organic reaction records. The task is: describe an organic reaction: reactants, conditions, products, and yield As a reaction SMILES: [CH3:27][NH:28][CH2:29][CH:30]1[CH2:31][CH2:32]1.[Cl:3][c:4]1[cH:5][cH:6][c:7]2[c:8]([cH:26]1)[C:9]([c:19]1[c:20]([Cl:25])[cH:21][cH:22][cH:23][cH:24]1)=[N:10][CH2:11][c:12]1[n:13]-2[c:14]([CH2:17][Cl:18])[n:15][n:16]1.[I-:2].[K+:1].[O:33]1[CH2:34][CH2:35][CH2:36][CH2:37]1>>[Cl:3][c:4]1[cH:5][cH:6][c:7]2[c:8]([cH:26]1)[C:9]([c:19]1[c:20]([Cl:25])[cH:21][cH:22][cH:23][cH:24]1)=[N:10][CH2:11][c:12]1[n:13]-2[c:14]([CH2:17][N:28]([CH3:27])[CH2:29][CH:30]2[CH2:31][CH2:32]2)[n:15][n:16]1. The product is CN(Cc1nnc2n1-c1ccc(Cl)cc1C(c1ccccc1Cl)=NC2)CC1CC1. Reactants: CNCC1CC1, ClCc1nnc2n1-c1ccc(Cl)cc1C(c1ccccc1Cl)=NC2, [I-], [K+], C1CCOC1. The reactants are C(C)(C)(C)C=1C=C(C(=O)NC2=C(C=CC=C2)NC(OC2=CC=CC=C2)=O)C=C(C1O)C(C)(C)C (Phenyl N-[2-(3,5-di-t-butyl-4-hydroxybenzoylamino)phenyl]carbamate), C(C1=CC=CC=C1)NCC1=CC=CC=C1 (dibenzylamine). Run in C1=CC=CC=C1 (benzene). Run at time 2 hour. The product is C(C1=CC=CC=C1)N(C(NC1=C(C=CC=C1)NC(C1=CC(=C(C(=C1)C(C)(C)C)O)C(C)(C)C)=O)=O)CC1=CC=CC=C1 (N-[2-(3,3-dibenzylureido )phenyl]-3,5-di-t-butyl-4-hydroxybenzamide). Yield: 24.0%. Reaction SMILES: [C:1]([C:5]1[CH:6]=[C:7]([CH:27]=[C:28]([C:31]([CH3:34])([CH3:33])[CH3:32])[C:29]=1[OH:30])[C:8]([NH:10][C:11]1[CH:16]=[CH:15][CH:14]=[CH:13][C:12]=1[NH:17][C:18](=[O:26])OC1C=CC=CC=1)=[O:9])([CH3:4])([CH3:3])[CH3:2].[CH2:35]([NH:42][CH2:43][C:44]1[CH:49]=[CH:48][CH:47]=[CH:46][CH:45]=1)[C:36]1[CH:41]=[CH:40][CH:39]=[CH:38][CH:37]=1>C1C=CC=CC=1>[CH2:43]([N:42]([CH2:35][C:36]1[CH:41]=[CH:40][CH:39]=[CH:38][CH:37]=1)[C:18](=[O:26])[NH:17][C:12]1[CH:13]=[CH:14][CH:15]=[CH:16][C:11]=1[NH:10][C:8](=[O:9])[C:7]1[CH:6]=[C:5]([C:1]([CH3:4])([CH3:2])[CH3:3])[C:29]([OH:30])=[C:28]([C:31]([CH3:34])([CH3:33])[CH3:32])[CH:27]=1)[C:44]1[CH:49]=[CH:48][CH:47]=[CH:46][CH:45]=1. Procedure: Phenyl N-[2-(3,5-di-t-butyl-4-hydroxybenzoylamino)phenyl]carbamate (1.6 g) and dibenzylamine (0.7 g) were dissolved in benzene (10 ml) and stirred at 70°-80°0 C. for 2 hrs. The reaction solution was washed with 2N sodium hydroxide, saturated ammonium chloride solution, dried over anhydrous NaSO4 and the solvent was distilled off. Purification of the residue by a silica gel column chromatography followed by crystallization from ether afforded N-[2-(3,3-dibenzylureido )phenyl]-3,5-di-t-butyl-4-hyd... Reactants: BrC1=CC=C2C(=NNC2=C1)C (6-bromo-3-methyl-1H-indazole), [H-].[Na+] (sodium hydride), ClC1=NC(=NC(=C1)C)N (4-chloro-6-methylpyrimidin-2-amine). The solvent is C(C)#N (acetonitrile), CN(C)C=O (DMF). The product is BrC1=CC=C2C(=NN(C2=C1)C1=NC(=NC(=C1)C)N)C (4-(6-bromo-3-methyl-1H-indazol-1-yl)-6-methylpyrimidin-2-amine). Reaction SMILES: [Br:1][C:2]1[CH:10]=[C:9]2[C:5]([C:6]([CH3:11])=[N:7][NH:8]2)=[CH:4][CH:3]=1.[H-].[Na+].Cl[C:15]1[CH:20]=[C:19]([CH3:21])[N:18]=[C:17]([NH2:22])[N:16]=1>CN(C=O)C.C(#N)C>[Br:1][C:2]1[CH:10]=[C:9]2[C:5]([C:6]([CH3:11])=[N:7][N:8]2[C:15]2[CH:20]=[C:19]([CH3:21])[N:18]=[C:17]([NH2:22])[N:16]=2)=[CH:4][CH:3]=1 |f:1.2|. Procedure: To a solution of 6-bromo-3-methyl-1H-indazole (500 mg, 2.37 mmol) in dry DMF (5 mL) at 0° C. under an atmosphere of nitrogen was introduced sodium hydride (684 mg of a 60% dispersion in mineral oil, 7.11 mmol). After warming to RT for 30 minutes, 4-chloro-6-methylpyrimidin-2-amine (510 mg, 3.55 mmol) was added and the solution warmed to 65° C. for 18 hr. The reaction mixture was cooled to RT, quenched by dropwise addition of water (5 mL) and extracted with 2:1 chloroform/isopropanol (3×10 mL ext... Yields the product C(C)N(C1=CC=C(C=C1)C1(OC(=O)C2=CC=CC=C12)N(C1=CC=CC=C1)C1=CC=C(C=C1)OCC)CC1=CC=CC=C1 (3-[4-(ethylbenzylamino)phenyl]-3-[(4-ethoxy-phenyl)phenylamino]phthalide). Reaction SMILES: [CH2:1]([N:3]([CH2:21][C:22]1[CH:27]=[CH:26][CH:25]=[CH:24][CH:23]=1)[C:4]1[CH:20]=[CH:19][C:7]([C:8]([C:10]2[CH:18]=[CH:17][CH:16]=[CH:15][C:11]=2[C:12](O)=[O:13])=[O:9])=[CH:6][CH:5]=1)[CH3:2].[CH2:28]([O:30][C:31]1[CH:43]=[CH:42][C:34]([NH:35][C:36]2[CH:41]=[CH:40][CH:39]=[CH:38][CH:37]=2)=[CH:33][CH:32]=1)[CH3:29]>>[CH2:1]([N:3]([CH2:21][C:22]1[CH:23]=[CH:24][CH:25]=[CH:26][CH:27]=1)[C:4]1[CH:5]=[CH:6][C:7]([C:8]2([N:35]([C:34]3[CH:42]=[CH:43][C:31]([O:30][CH2:28][CH3:29])=[CH:32][CH:33]=3)[C:36]3[CH:41]=[CH:40][CH:39]=[CH:38][CH:37]=3)[C:10]3[C:11](=[CH:15][CH:16]=[CH:17][CH:18]=3)[C:12](=[O:13])[O:9]2)=[CH:19][CH:20]=1)[CH3:2]. Reactants: C(C)N(C1=CC=C(C(=O)C2=C(C(=O)O)C=CC=C2)C=C1)CC1=CC=CC=C1 (2-[4-(ethylbenzylamino)benzoyl]-benzoic acid), C(C)OC1=CC=C(NC2=CC=CC=C2)C=C1 (4-ethoxy-N-phenylaniline). Reported procedure: Following a procedure similar to that described in Example 2 but employing 5.4 g of 2-[4-(ethylbenzylamino)benzoyl]-benzoic acid and 3.1 g of 4-ethoxy-N-phenylaniline there was obtained 7.5 g of 3-[4-(ethylbenzylamino)phenyl]-3-[(4-ethoxy-phenyl)phenylamino]phthalide, m.p. 163°-173° C. A toluene solution of the product contacted with acidic clay or phenolic resin developed an orange-colored image. Isolated yield 93.0%.